describe an organic reaction: reactants, conditions, products, and yield From a dataset of the Open Reaction Database (ORD), a public repository of structured organic reaction records. Starting materials: C(C)(C)(C)[Li] (t-Butyllithium), BrC1=CC2=C(OCC2(C)C)C(=C1)C(C)(C)C (5-bromo-7-tert-butyl-2,3-dihydro-3,3-dimethylbenzo[b]furan), CN(C=O)C (N,N-dimethylformamide). Run in C1CCOC1 (THF). Run at temperature -78 celsius, time 15 minute. Yields the product C(C)(C)(C)C1=CC(=CC2=C1OCC2(C)C)C=O (7-tert-butyl-2,3-dihydro-3,3-dimethyl-5-formylbenzo[b]furan). The yield is 28.1%. As a reaction SMILES: C([Li])(C)(C)C.Br[C:7]1[CH:17]=[C:16]([C:18]([CH3:21])([CH3:20])[CH3:19])[C:10]2[O:11][CH2:12][C:13]([CH3:15])([CH3:14])[C:9]=2[CH:8]=1.CN(C)[CH:24]=[O:25]>C1COCC1>[C:18]([C:16]1[C:10]2[O:11][CH2:12][C:13]([CH3:15])([CH3:14])[C:9]=2[CH:8]=[C:7]([CH:24]=[O:25])[CH:17]=1)([CH3:21])([CH3:20])[CH3:19]. Reported procedure: t-Butyllithium (11.9 mL, 20.3 mmol, 1.7M in pentane) is added dropwise to a solution of 5-bromo-7-tert-butyl-2,3-dihydro-3,3-dimethylbenzo[b]furan (3.60 g, 12.7 mmol) in 50 mL of anhydrous THF at -78° C.; the resulting reaction mixture is stirred at -78° C. for 15 min and N,N-dimethylformamide (1.0 mL, 13.0 mmol) is introduced. The reaction mixture is kept at -78° C. for 0.5 h, quenched with water, warmed to room temperature, and extracted with ether. The extract is washed with water, dried over... The solvent is O (water). Reported procedure: A solution of 4,5-difluoro-2-[[1-(2-pyridinyl)-1H-pyrazol-5-yl]amino]benzoic acid (7.00 g, 22.1 mmol) in phosphorous oxychloride (10.3 mL, 111 mmol) was heated under reflux for 1 hour. The solution was allowed to cool to room temperature, and poured into iced water. After neutralization by addition of a sodium hydroxide solution, the organic matter was extracted with chloroform. The extract was washed with saturated brine and water, and dried over anhydrous magnesium sulfate, and the solvent was... Yields the product ClC1=C2C(=NC3=CC(=C(C=C13)F)F)N(N=C2)C2=NC=CC=C2 (4-Chloro-6,7-difluoro-1-(2-pyridinyl)-1H-pyrazolo[3,4-b]quinoline). Starting materials: FC1=CC(=C(C(=O)O)C=C1F)NC1=CC=NN1C1=NC=CC=C1 (4,5-difluoro-2-[[1-(2-pyridinyl)-1H-pyrazol-5-yl]amino]benzoic acid), P(=O)(Cl)(Cl)Cl (phosphorous oxychloride), [OH-].[Na+] (sodium hydroxide). Reaction SMILES: [F:1][C:2]1[C:10]([F:11])=[CH:9][C:5]([C:6](O)=O)=[C:4]([NH:12][C:13]2[N:17]([C:18]3[CH:23]=[CH:22][CH:21]=[CH:20][N:19]=3)[N:16]=[CH:15][CH:14]=2)[CH:3]=1.P(Cl)(Cl)([Cl:26])=O.[OH-].[Na+]>O>[Cl:26][C:6]1[C:5]2[C:4](=[CH:3][C:2]([F:1])=[C:10]([F:11])[CH:9]=2)[N:12]=[C:13]2[N:17]([C:18]3[CH:23]=[CH:22][CH:21]=[CH:20][N:19]=3)[N:16]=[CH:15][C:14]=12 |f:2.3|. The yield is 57.0%.